Task: describe an organic reaction: reactants, conditions, products, and yield. Dataset: the Open Reaction Database (ORD), a public repository of structured organic reaction records Starting materials: CCOC(=O)C1CN(S(C)(=O)=O)CC1C(=O)Nc1ccc(Cl)cc1, C1COCCO1, O. The product is CS(=O)(=O)N1CC(C(=O)O)C(C(=O)Nc2ccc(Cl)cc2)C1. As a reaction SMILES: [CH2:1]([CH3:2])[O:3][C:4](=[O:5])[CH:6]1[CH2:7][N:8]([S:21](=[O:22])(=[O:23])[CH3:24])[CH2:9][CH:10]1[C:11]([NH:12][c:13]1[cH:14][cH:15][c:16]([Cl:19])[cH:17][cH:18]1)=[O:20].[O:26]1[CH2:27][CH2:28][O:29][CH2:30][CH2:31]1.[OH2:25]>>[O:3]=[C:4]([OH:5])[CH:6]1[CH2:7][N:8]([S:21](=[O:22])(=[O:23])[CH3:24])[CH2:9][CH:10]1[C:11]([NH:12][c:13]1[cH:14][cH:15][c:16]([Cl:19])[cH:17][cH:18]1)=[O:20]. Reactants: C(C)(C)(C)OC(=O)N(C(OC(C)(C)C)=O)C1=NC=C(N=C1C#C[Si](C)(C)C)N1CCN(CC1)S(=O)(=O)CC (Tert-butyl N-tert-butoxycarbonyl-5-(4-(ethylsulfonyl)piperazin-1-yl)-3-((trimethylsilyl)ethynyl)pyrazin-2-ylcarbamate), C(=O)([O-])[O-].[K+].[K+] (K2CO3). Solvent: CO (MeOH). Reaction conditions: time 45 minute. The product is C(C)(C)(C)OC(=O)N(C(OC(C)(C)C)=O)C1=NC=C(N=C1C#C)N1CCN(CC1)S(=O)(=O)CC (Tert-butyl N-tert-butoxycarbonyl-N-[5-(4-ethylsulfonylpiperazin-1-yl)-3-ethynyl-pyrazin-2-yl]carbamate). Yield: 55.8%. As a reaction SMILES: [C:1]([O:5][C:6]([N:8]([C:16]1[C:21]([C:22]#[C:23][Si](C)(C)C)=[N:20][C:19]([N:28]2[CH2:33][CH2:32][N:31]([S:34]([CH2:37][CH3:38])(=[O:36])=[O:35])[CH2:30][CH2:29]2)=[CH:18][N:17]=1)[C:9](=[O:15])[O:10][C:11]([CH3:14])([CH3:13])[CH3:12])=[O:7])([CH3:4])([CH3:3])[CH3:2].C([O-])([O-])=O.[K+].[K+]>CO>[C:11]([O:10][C:9]([N:8]([C:16]1[C:21]([C:22]#[CH:23])=[N:20][C:19]([N:28]2[CH2:33][CH2:32][N:31]([S:34]([CH2:37][CH3:38])(=[O:35])=[O:36])[CH2:30][CH2:29]2)=[CH:18][N:17]=1)[C:6](=[O:7])[O:5][C:1]([CH3:3])([CH3:2])[CH3:4])=[O:15])([CH3:12])([CH3:13])[CH3:14] |f:1.2.3|. Procedure: Tert-butyl N-tert-butoxycarbonyl-5-(4-(ethylsulfonyl)piperazin-1-yl)-3-((trimethylsilyl)ethynyl)pyrazin-2-ylcarbamate (589 mg, 1.037 mmol) was dissolved in anhydrous MeOH (10 mL) and treated with K2CO3 (14.33 mg, 0.1037 mmol). The reaction was allowed to stir at ambient temperature for 45 minutes. The solvent was removed in vacuo and the residue redissolved in DCM and washed with water followed by brine. The solution was dried (MgSO4), filtered and concentrated and the residue was purified by co... The reactants are C(=C)C=1C=CC2=C(NC(CS2)=O)C1 (6-vinyl-4H-benzo[1,4]thiazin-3-one), B.C1CCOC1 (BH3.THF), OO (H2O2), [OH-].[Na+] (NaOH). Run in C1CCOC1 (THF), O (H2O). Reaction conditions: temperature 50 celsius, time 24 hour. Yields the product OCCC=1C=CC2=C(NC(CS2)=O)C1 (6-(2-Hydroxyethyl) 4H-benzo[1,4]thiazin-3-one). The yield is 82.8%. RXN SMILES: [CH:1]([C:3]1[CH:4]=[CH:5][C:6]2[S:11][CH2:10][C:9](=[O:12])[NH:8][C:7]=2[CH:13]=1)=[CH2:2].B.C1C[O:18]CC1.[OH-].[Na+].OO>C1COCC1.O>[OH:18][CH2:2][CH2:1][C:3]1[CH:4]=[CH:5][C:6]2[S:11][CH2:10][C:9](=[O:12])[NH:8][C:7]=2[CH:13]=1 |f:1.2,3.4|. Procedure: To a stirred solution of 6-vinyl-4H-benzo[1,4]thiazin-3-one (5.73 g, 30.0 mmole) in dry THF (100 mL) at RT was added 2M BH3.THF (7.5 mL, 15.0 mmole). After 24 h, H2O (15 mL) was slowly added to the reaction mixture followed by 3M NaOH (5 mL) and 30% H2O2 (3.3 mL). After the reaction solution was stirred for 3 h at 50° C., the reaction was concentrated under vacuum. The residue was dissolved in EtOAc and washed with H2O (20 mL) and 1M HCl (20 mL). The organic solution was dried (Na2SO4), concentr... The reactants are C(C=C)C1=C2C(=CNC2=CC=C1O)CCNC(CC)=O (N-[2-(4-allyl-5-hydroxyindol-3-yl)ethyl]propionamide), C(#N)[BH3-].[Na+] (sodium cyanoborohydride), O (water). Solvent: C(C)(=O)O (acetic acid). Conditions: temperature 15 celsius, time 1 hour. Yields the product C(C=C)C1=C2C(CNC2=CC=C1O)CCNC(CC)=O (N-[2-(4-allyl-2,3-dihydro-5-hydroxyindol-3-yl)ethyl]propionamide). As a reaction SMILES: [CH2:1]([C:4]1[C:12]([OH:13])=[CH:11][CH:10]=[C:9]2[C:5]=1[C:6]([CH2:14][CH2:15][NH:16][C:17](=[O:20])[CH2:18][CH3:19])=[CH:7][NH:8]2)[CH:2]=[CH2:3].C([BH3-])#N.[Na+].O>C(O)(=O)C>[CH2:1]([C:4]1[C:12]([OH:13])=[CH:11][CH:10]=[C:9]2[C:5]=1[CH:6]([CH2:14][CH2:15][NH:16][C:17](=[O:20])[CH2:18][CH3:19])[CH2:7][NH:8]2)[CH:2]=[CH2:3] |f:1.2|. Procedure: To a solution of N-[2-(4-allyl-5-hydroxyindol-3-yl)ethyl]propionamide (3.73 g, 14.3 mmol) in acetic acid (20 mL) was added sodium cyanoborohydride (2.7 g, 43.0 mmol) portionwise maintaining the reaction temperature around 15° C. The mixture was stirred for 1 hour maintaining the temperature 15 to 20° C. and then poured into water. The product was extracted with ethyl acetate. The extract was washed with saturated aqueous sodium hydrogen carbonate solution, brine and water, dried over anhydrous m... Reactants: ClCC(CF)=O (1-chloro-3-fluoro-propan-2-one), C(C)(=O)NC(=S)N (N-acetyl-2-thiourea). Solvent: CCO (EtOH). Reaction conditions: time 1.5 hour. Product: FCC=1N=C(SC1)NC(C)=O (N-(4-Fluoromethyl-thiazol-2-yl)-acetamide). The yield is 8.0%. RXN SMILES: Cl[CH2:2][C:3](=O)[CH2:4][F:5].[C:7]([NH:10][C:11]([NH2:13])=[S:12])(=[O:9])[CH3:8]>CCO>[F:5][CH2:4][C:3]1[N:13]=[C:11]([NH:10][C:7](=[O:9])[CH3:8])[S:12][CH:2]=1. Procedure details: A mixture of 1-chloro-3-fluoro-propan-2-one (Step 38.3) (1.14 g, 10.3 mmol) and N-acetyl-2-thiourea (1.22 g, 10.3 mmol) in EtOH (10 mL) is stirred for 1.5 h at reflux, allowed to cool and concentrated. The residue is dissolved in DCM/H2O and extracted with DCM. The organic phase is dried (Na2SO4), filtered and concentrated. The residue is purified by silica gel column chromatography (Hex/EtOAc, 1:1) to afford 0.143 g of the title compound: ESI-MS: 173.1 [M−H]−; tR=1.98 min (System 1); TLC: Rf=0.... The reactants are NC1=CC(=C(C#N)C=C1)OCCCCN (4-amino-2-(4-aminobutoxy)benzonitrile), C(=O)(C(F)(F)F)O (TFA), ClC=1N=C(C2=C(N1)C(CN(C2)C)C2=CC=C(C=C2)F)Cl (2,4-dichloro-8-(4-fluorophenyl)-6-methyl-5,6,7,8-tetrahydropyrido[4,3-d]pyrimidine), CCN(C(C)C)C(C)C (DIEA). The solvent is C(C)#N (acetonitrile). Conditions: time 4 hour. The product is NC1=CC(=C(C#N)C=C1)OCCCCNC=1C2=C(N=C(N1)Cl)C(CN(C2)C)C2=CC=C(C=C2)F (4-amino-2-(4-((2-chloro-8-(4-fluorophenyl)-6-methyl-5,6,7,8-tetrahydropyrido[4,3-d]pyrimidin-4-yl)amino)butoxy)benzonitrile). The yield is 15.7%. RXN SMILES: [NH2:1][C:2]1[CH:9]=[CH:8][C:5]([C:6]#[N:7])=[C:4]([O:10][CH2:11][CH2:12][CH2:13][CH2:14][NH2:15])[CH:3]=1.C(O)(C(F)(F)F)=O.[Cl:23][C:24]1[N:25]=[C:26](Cl)[C:27]2[CH2:33][N:32]([CH3:34])[CH2:31][CH:30]([C:35]3[CH:40]=[CH:39][C:38]([F:41])=[CH:37][CH:36]=3)[C:28]=2[N:29]=1.CCN(C(C)C)C(C)C>C(#N)C>[NH2:1][C:2]1[CH:9]=[CH:8][C:5]([C:6]#[N:7])=[C:4]([O:10][CH2:11][CH2:12][CH2:13][CH2:14][NH:15][C:26]2[C:27]3[CH2:33][N:32]([CH3:34])[CH2:31][CH:30]([C:35]4[CH:40]=[CH:39][C:38]([F:41])=[CH:37][CH:36]=4)[C:28]=3[N:29]=[C:24]([Cl:23])[N:25]=2)[CH:3]=1. Reported procedure: A mixture of 4-amino-2-(4-aminobutoxy)benzonitrile, 2 TFA salt (Preparation X, 23.32 mg, 0.054 mmol), 2,4-dichloro-8-(4-fluorophenyl)-6-methyl-5,6,7,8-tetrahydropyrido[4,3-d]pyrimidine (Preparation V, 14 mg, 0.045 mmol) and DIEA (39.2 μL, 0.224 mmol) in acetonitrile (224 μL) was stirred at rt for 4 h. The crude product was purified by Prep-HPLC to obtain 4-amino-2-(4-((2-chloro-8-(4-fluorophenyl)-6-methyl-5,6,7,8-tetrahydropyrido[4,3-d]pyrimidin-4-yl)amino)butoxy)benzonitrile, (5.0 mg, 15.72% yi... Starting materials: [H-].C(C(C)C)[Al+]CC(C)C (Diisobutylaluminum hydride), N1=CC=CC2=CC(=CC=C12)C1(CC1)C#N (1-quinolin-6-ylcyclopropanecarbonitrile), C(C)(C)O (Isopropyl alcohol). The solvent is C(C)(=O)OCC (ethyl acetate), C1(=CC=CC=C1)C (toluene). Reaction conditions: temperature -2.5 celsius, time 3 hour. The product is N1=CC=CC2=CC(=CC=C12)C1(CC1)C=O (1-quinolin-6-ylcyclopropanecarbaldehyde). RXN SMILES: [H-].C([Al+]CC(C)C)C(C)C.[N:11]1[C:20]2[C:15](=[CH:16][C:17]([C:21]3([C:24]#N)[CH2:23][CH2:22]3)=[CH:18][CH:19]=2)[CH:14]=[CH:13][CH:12]=1.C([OH:29])(C)C>C1(C)C=CC=CC=1.C(OCC)(=O)C>[N:11]1[C:20]2[C:15](=[CH:16][C:17]([C:21]3([CH:24]=[O:29])[CH2:23][CH2:22]3)=[CH:18][CH:19]=2)[CH:14]=[CH:13][CH:12]=1 |f:0.1|. Procedure details: Diisobutylaluminum hydride (1M in THF, 96 mL, 96 mmol) was added to a solution of 1-quinolin-6-ylcyclopropanecarbonitrile (12.4 g, 63.9 mmol) in toluene (120 mL) at −78° C. under an atmosphere of nitrogen. The reaction mixture was allowed to warm to −5 to 0° C., and stirred at that temperature for 3 h. The reaction mixture was cooled to −60° C. Isopropyl alcohol (10 mL) was carefully added dropwise. After stirring for 30 min, the reaction mixture was warmed to −5 to 0° C. The reaction mixture wa...